From a dataset of the Open Reaction Database (ORD), a public repository of structured organic reaction records. describe an organic reaction: reactants, conditions, products, and yield Reactants: B, c1ccc(CONC2CCCc3nc(OCc4ccccc4)ccc32)cc1, C1CCOC1, O. The product is NC1CCCc2nc(OCc3ccccc3)ccc21. RXN SMILES: [BH3:28].[CH2:1]([O:2][NH:9][CH:10]1[c:11]2[cH:12][cH:13][c:14]([O:20][CH2:21][c:22]3[cH:23][cH:24][cH:25][cH:26][cH:27]3)[n:15][c:16]2[CH2:17][CH2:18][CH2:19]1)[c:3]1[cH:4][cH:5][cH:6][cH:7][cH:8]1.[CH2:30]1[O:31][CH2:32][CH2:33][CH2:34]1.[OH2:29]>>[NH2:9][CH:10]1[c:11]2[cH:12][cH:13][c:14]([O:20][CH2:21][c:22]3[cH:23][cH:24][cH:25][cH:26][cH:27]3)[n:15][c:16]2[CH2:17][CH2:18][CH2:19]1.